From a dataset of the Open Reaction Database (ORD), a public repository of structured organic reaction records. describe an organic reaction: reactants, conditions, products, and yield Starting materials: CC(=C(C(=O)OC)N1C([C@@H]([C@H]1SC)[C@@H](C)OC(=O)OCC1=CC=C(C=C1)[N+](=O)[O-])=O)C (methyl 3-methyl-2-[(3S,4R)-4-methylthio-3-{(1R)-1-(p-nitrobenzyloxycarbonyloxy)ethyl}-2-oxoazetidin-1-yl]but-2-enoate), ClCl (chlorine). Run in ClCCl (dichloromethane), C(Cl)(Cl)(Cl)Cl (carbon tetrachloride). Run at temperature 0 celsius. The product is ClC1[C@H](C(N1C(C(=O)OC)=C(C)C)=O)[C@@H](C)OC(=O)OCC1=CC=C(C=C1)[N+](=O)[O-] (methyl 2-[(3S)-4-chloro-3-{(1R)-1-(p-nitrobenzyloxycarbonyloxy)ethyl}-2-oxoazetidin-1-yl]-3-methylbut-2-enoate), ( 4S ). Reaction SMILES: [CH3:1][C:2]([CH3:31])=[C:3]([N:8]1[C@H:11](SC)[C@@H:10]([C@H:14]([O:16][C:17]([O:19][CH2:20][C:21]2[CH:26]=[CH:25][C:24]([N+:27]([O-:29])=[O:28])=[CH:23][CH:22]=2)=[O:18])[CH3:15])[C:9]1=[O:30])[C:4]([O:6][CH3:7])=[O:5].[Cl:32]Cl>ClCCl.C(Cl)(Cl)(Cl)Cl>[Cl:32][CH:11]1[N:8]([C:3](=[C:2]([CH3:31])[CH3:1])[C:4]([O:6][CH3:7])=[O:5])[C:9](=[O:30])[C@@H:10]1[C@H:14]([O:16][C:17]([O:19][CH2:20][C:21]1[CH:26]=[CH:25][C:24]([N+:27]([O-:29])=[O:28])=[CH:23][CH:22]=1)=[O:18])[CH3:15]. Reported procedure: To a solution of methyl 3-methyl-2-[(3S,4R)-4-methylthio-3-{(1R)-1-(p-nitrobenzyloxycarbonyloxy)ethyl}-2-oxoazetidin-1-yl]but-2-enoate (481 mg) in dichloromethane (5 ml) was added a solution of chlorine (83 mg) in carbon tetrachloride (0.65 ml) at -78° C. The solution was allowed to warm to 0° C. during 45 minutes and evaporated in vacuo. The residue was chromatographed on silica gel (12 g) eluting with 10-33% ethyl acetate in hexane to give methyl 2-[(3S)-4-chloro-3-{(1R)-1-(p-nitrobenzyloxycar... Starting materials: C(C)(=O)OC(C)=O (acetic anhydride). Solvent: C(C)(=O)O (acetic acid). Product: C(C)(=O)OC=C (vinyl acetate), C(C)=O (acetaldehyde). As a reaction SMILES: [C:1]([O:4][C:5](=O)[CH3:6])(=[O:3])[CH3:2]>C(O)(=O)C>[C:1]([O:4][CH:5]=[CH2:6])(=[O:3])[CH3:2].[CH:1](=[O:3])[CH3:2]. Reported procedure: Acetic anhydride (250 g) containing 0.1 weight percent benzene sulfonic acid was charged initially to the base of the apparatus described above. The acetaldehyde feed was started and gradually increased to 12 ml per hour and allowed to reach steady state over 14.2 hours. Upon reaching steady state, feed rates were fixed at 9 mL per hour for acetic anhydride containing 1 weight percent benzenesulfonic acid and 12 mL per hour for acetaldehyde for the remainder of the experiment. This provides an a... Reactants: O=C([O-])[O-], O=[N+]([O-])c1cnccc1Cl, [K+], [K+], CN(C)C=O, O, Oc1ccc(Cl)cc1. Product: O=[N+]([O-])c1cnccc1Oc1ccc(Cl)cc1. Reaction SMILES: [C:9](=[O:10])([O-:11])[O-:12].[Cl:15][c:16]1[c:17]([N+:22](=[O:23])[O-:24])[cH:18][n:19][cH:20][cH:21]1.[K+:13].[K+:14].[O:26]=[CH:27][N:28]([CH3:29])[CH3:30].[OH2:25].[OH:1][c:2]1[cH:3][cH:4][c:5]([Cl:6])[cH:7][cH:8]1>>[O:1]([c:2]1[cH:3][cH:4][c:5]([Cl:6])[cH:7][cH:8]1)[c:16]1[c:17]([N+:22](=[O:23])[O-:24])[cH:18][n:19][cH:20][cH:21]1. The reactants are O.O.O.C(N)(=O)C=1C=C(C=CC1)NCC(=O)NCCC1=CC(=C(C=C1)OC)OC (2-(3-carbamoylphenylamino)-N-(3,4-dimethoxyphenethyl)acetamide trihydrate), OCS(=O)(=O)[O-].[Na+] (sodium hydroxymethanesulfonate). Solvent: O (water). Product: O.O.C(N)(=O)C=1C=C(C=CC1)N(CC(=O)NCCC1=CC(=C(C=C1)OC)OC)CS(=O)(=O)[O-].[Na+] (sodium N-(3-carbamoylphenyl)-N-(2-((2-(3,4-dimethoxyphenyl)ethyl)amino)-2-oxoethyl)aminomethanesulfonate dihydrate). The yield is 47.8%. RXN SMILES: O.O.O.[C:4]([C:7]1[CH:8]=[C:9]([NH:13][CH2:14][C:15]([NH:17][CH2:18][CH2:19][C:20]2[CH:25]=[CH:24][C:23]([O:26][CH3:27])=[C:22]([O:28][CH3:29])[CH:21]=2)=[O:16])[CH:10]=[CH:11][CH:12]=1)(=[O:6])[NH2:5].[OH:30][CH2:31][S:32]([O-:35])(=[O:34])=[O:33].[Na+:36]>O>[OH2:6].[OH2:30].[C:4]([C:7]1[CH:8]=[C:9]([N:13]([CH2:31][S:32]([O-:35])(=[O:34])=[O:33])[CH2:14][C:15]([NH:17][CH2:18][CH2:19][C:20]2[CH:25]=[CH:24][C:23]([O:26][CH3:27])=[C:22]([O:28][CH3:29])[CH:21]=2)=[O:16])[CH:10]=[CH:11][CH:12]=1)(=[O:6])[NH2:5].[Na+:36] |f:0.1.2.3,4.5,7.8.9.10|. Reported procedure: 200 g of 2-(3-carbamoylphenylamino)-N-(3,4-dimethoxyphenethyl)acetamide trihydrate and 65.2 g of sodium hydroxymethanesulfonate were suspended in 400 ml of water, and the suspension was refluxed over night. After cooling, the reaction mixture was washed with chloroform, and an insoluble material was removed by filtration. The filtrate was concentrated in vacuo. The residue was dissolved in a mixture of 500 ml of water and 500 ml of ethanol under heating, and then the solution was cooled. The pre... Starting materials: C[Si](C)(C)CCOCn1ccc2cccc(Br)c21, [Li]C(C)(C)C, COC(=O)C(=O)OC, C1CCOC1. Yields the product COC(=O)C(=O)c1cccc2ccn(COCC[Si](C)(C)C)c12. RXN SMILES: [Br:1][c:2]1[cH:3][cH:4][cH:5][c:6]2[cH:7][cH:8][n:9]([CH2:11][O:12][CH2:13][CH2:14][Si:15]([CH3:16])([CH3:17])[CH3:18])[c:10]12.[C:19]([Li:20])([CH3:21])([CH3:22])[CH3:23].[C:24]([C:25](=[O:26])[O:27][CH3:28])(=[O:29])[O:30][CH3:31].[CH2:32]1[O:33][CH2:34][CH2:35][CH2:36]1>>[c:2]1([C:24]([C:25](=[O:26])[O:27][CH3:28])=[O:29])[cH:3][cH:4][cH:5][c:6]2[cH:7][cH:8][n:9]([CH2:11][O:12][CH2:13][CH2:14][Si:15]([CH3:16])([CH3:17])[CH3:18])[c:10]12.